From a dataset of the Open Reaction Database (ORD), a public repository of structured organic reaction records. describe an organic reaction: reactants, conditions, products, and yield Starting materials: CC#N, CCN(C(C)C)C(C)C, CC(C)ON=C(C(=O)O)c1ccc(S(C)(=O)=O)c(Cl)c1, Nc1nc2ccccc2s1. The product is CC(C)ON=C(C(=O)Nc1nc2ccccc2s1)c1ccc(S(C)(=O)=O)c(Cl)c1. As a reaction SMILES: [CH3:40][C:41]#[N:42].[CH:31]([N:32]([CH2:33][CH3:34])[CH:35]([CH3:36])[CH3:37])([CH3:38])[CH3:39].[Cl:1][c:2]1[cH:3][c:4]([C:12]([C:13](=[O:14])[OH:15])=[N:16][O:17][CH:18]([CH3:19])[CH3:20])[cH:5][cH:6][c:7]1[S:8](=[O:9])(=[O:10])[CH3:11].[NH2:21][c:22]1[s:23][c:24]2[c:25]([n:26]1)[cH:27][cH:28][cH:29][cH:30]2>>[Cl:1][c:2]1[cH:3][c:4]([C:12]([C:13](=[O:15])[NH:21][c:22]2[s:23][c:24]3[c:25]([n:26]2)[cH:27][cH:28][cH:29][cH:30]3)=[N:16][O:17][CH:18]([CH3:19])[CH3:20])[cH:5][cH:6][c:7]1[S:8](=[O:9])(=[O:10])[CH3:11]. Starting materials: Cl (HCl), C=1(C(=CC=CC1)N)N (benzene-1,2-diamine), C(OCC)(OCC)OCC (triethyl orthoformate), C1(=CC=CC=C1)S(=O)(=O)O (benzenesulfonic acid), [Li+].CC(C)[N-]C(C)C (LDA), [OH-].[Na+] (NaOH), FC(C=1C(=NC=CC1)OC1=CC=C(C(=O)OCC)C=C1)(F)F (ethyl 4-(3-(trifluoromethyl)pyridin-2-yloxy)benzoate). Run in C(C)(=O)OCC (Ethyl acetate), C1(=CC=CC=C1)C (toluene), C1CCOC1 (THF). Run at time 1.5 hour. Yields the product N1C(=NC2=C1C=CC=C2)C(=O)C2=CC=C(C=C2)OC2=NC=CC=C2C(F)(F)F ((1H-benzo[d]imidazol-2-yl)(4-(3-(trifluoromethyl)pyridin-2-yloxy)phenyl)methanone). Reaction SMILES: [C:1]1([NH2:8])[C:2]([NH2:7])=[CH:3][CH:4]=[CH:5][CH:6]=1.[CH:9](OCC)(OCC)OCC.C1(S(O)(=O)=O)C=CC=CC=1.[F:29][C:30]([F:50])([F:49])[C:31]1[C:32]([O:37][C:38]2[CH:48]=[CH:47][C:41]([C:42]([O:44]CC)=O)=[CH:40][CH:39]=2)=[N:33][CH:34]=[CH:35][CH:36]=1.[Li+].CC([N-]C(C)C)C.Cl.[OH-].[Na+]>C1(C)C=CC=CC=1.C1COCC1.C(OCC)(=O)C>[NH:7]1[C:2]2[CH:3]=[CH:4][CH:5]=[CH:6][C:1]=2[N:8]=[C:9]1[C:42]([C:41]1[CH:40]=[CH:39][C:38]([O:37][C:32]2[C:31]([C:30]([F:29])([F:49])[F:50])=[CH:36][CH:35]=[CH:34][N:33]=2)=[CH:48][CH:47]=1)=[O:44] |f:4.5,7.8|. Reported procedure: A solution of benzene-1,2-diamine (175 mg, 1618 μmol), triethyl orthoformate (665 μL, 4353 μmol), and benzenesulfonic acid (10 mg, 65 μmol) in toluene (1.6 mL) was heated to reflux for 4 h and then slowly distilled to remove half of the solvent. The mixture was then cooled to RT and neutralized with diisopropyl amine, followed by addition of a solution of ethyl 4-(3-(trifluoromethyl)pyridin-2-yloxy)benzoate (554 mg, 1780 μmol) in 1.7 mL of THF. The mixture was cooled to −78° C. and 1.2 equiv of ... Starting materials: FC1=CC=C(C=C1)C=1C(=NN2C1C=CC(=C2)CO)C2=NC(=CC=C2)C ([3-(4-Fluoro-phenyl)-2-(6-methyl-pyridin-2-yl)-pyrazolo[1,5-a]pyridin-6-yl]-methanol), BrCCCCl (1-bromo-3-chloropropane), C([O-])([O-])=O.[Cs+].[Cs+] (cesium carbonate). The solvent is CCOC(=O)C (EtOAc), O (water), CN(C)C=O (DMF). Conditions: temperature 80 celsius, time 8 hour. Yields the product C(C=C)OCC=1C=CC=2N(C1)N=C(C2C2=CC=C(C=C2)F)C2=NC(=CC=C2)C (6-Allyloxymethyl-3-(4-fluoro-phenyl)-2-(6-methyl-pyridin-2-yl)-pyrazolo[1,5-a]pyridine). Isolated yield 27.5%. RXN SMILES: [F:1][C:2]1[CH:7]=[CH:6][C:5]([C:8]2[C:9]([C:19]3[CH:24]=[CH:23][CH:22]=[C:21]([CH3:25])[N:20]=3)=[N:10][N:11]3[CH:16]=[C:15]([CH2:17][OH:18])[CH:14]=[CH:13][C:12]=23)=[CH:4][CH:3]=1.Br[CH2:27][CH2:28][CH2:29]Cl.C(=O)([O-])[O-].[Cs+].[Cs+]>CN(C=O)C.CCOC(C)=O.O>[CH2:29]([O:18][CH2:17][C:15]1[CH:14]=[CH:13][C:12]2[N:11]([N:10]=[C:9]([C:19]3[CH:24]=[CH:23][CH:22]=[C:21]([CH3:25])[N:20]=3)[C:8]=2[C:5]2[CH:4]=[CH:3][C:2]([F:1])=[CH:7][CH:6]=2)[CH:16]=1)[CH:28]=[CH2:27] |f:2.3.4|. Procedure: A solution of EXAMPLE 99 (0.13 g, 0.39 mmol) and 1-bromo-3-chloropropane (0.06 g, 0.39 mmol) in DMF (10 mL) was treated with cesium carbonate (0.14 g, 0.43 mmol) and heated to 80° C. The reaction is stirred overnight and is diluted with EtOAc and water. The organic phase is separated and washed with brine. After drying over Na2SO4, the organic phase is filtered, and the solvent removed to afford 0.04 g (27%) of product. MS ES+ m/e 374.0 (M+1). Isolated yield 73.0%. As a reaction SMILES: [CH3:1][O:2][N:3]=[CH:4][C:5]1[CH:10]=[CH:9][C:8]([F:11])=[C:7]([C:12]#[N:13])[CH:6]=1.C([BH3-])#N.[Na+]>>[C:12]([C:7]1[CH:6]=[C:5]([CH:10]=[CH:9][C:8]=1[F:11])[CH2:4][NH:3][O:2][CH3:1])#[N:13] |f:1.2|. Starting materials: CON=CC1=CC(=C(C=C1)F)C#N (3-cyano-4-fluorobenzaldehyde O-methyloxime), C(#N)[BH3-].[Na+] (sodium cyanoborohydride), compound 3-B. Yields the product C(#N)C=1C=C(CNOC)C=CC1F (N-(3-Cyano-4-fluorobenzyl)-O-methyl-hydroxylamine), silica gel. Reported procedure: Reduction of 3-cyano-4-fluorobenzaldehyde O-methyloxime with sodium cyanoborohydride as described in the preparation of compound 3-B gave the title hydroxylamine as a clear oil after chromatography on silica gel (elution hexane-ethyl acetate 8: 2) (73% yield). 1HNMR 400 MHz (CDCl3) δ (ppm): 3.46 (3H, s, OCH3), 4.02 (2H, s, NCH2), 7.18 (1H, t, aromatic), 7.58-7.66 (2H, m, aromatics). The hydrochloride salt was obtained as a white solid: mp 152-158° C. Anal. calcd for C9H9FN2O—HCl: C, 49.89; H, 4.... The reactants are CC(C(=O)O)=C1CCCCC1, CCO. Product: CC(C(=O)O)C1CCCCC1. As a reaction SMILES: [C:1]1(=[C:7]([C:8](=[O:9])[OH:10])[CH3:11])[CH2:2][CH2:3][CH2:4][CH2:5][CH2:6]1.[CH3:12][CH2:13][OH:14]>>[CH:1]1([CH:7]([C:8](=[O:9])[OH:10])[CH3:11])[CH2:2][CH2:3][CH2:4][CH2:5][CH2:6]1.